From a dataset of the Open Reaction Database (ORD), a public repository of structured organic reaction records. describe an organic reaction: reactants, conditions, products, and yield The reactants are O=S1CCN(c2nc(Cl)nc3c(OCc4ccccc4)ncnc23)CC1, OC1CCCNC1. Product: O=S1CCN(c2nc(N3CCCC(O)C3)nc3c(OCc4ccccc4)ncnc23)CC1. RXN SMILES: [CH2:1]([c:2]1[cH:3][cH:4][cH:5][cH:6][cH:7]1)[O:8][c:9]1[n:10][cH:11][n:12][c:13]2[c:14]1[n:15][c:16]([Cl:26])[n:17][c:18]2[N:19]1[CH2:20][CH2:21][S:22](=[O:25])[CH2:23][CH2:24]1.[OH:27][CH:28]1[CH2:29][NH:30][CH2:31][CH2:32][CH2:33]1>>[CH2:1]([c:2]1[cH:3][cH:4][cH:5][cH:6][cH:7]1)[O:8][c:9]1[n:10][cH:11][n:12][c:13]2[c:14]1[n:15][c:16]([N:30]1[CH2:29][CH:28]([OH:27])[CH2:33][CH2:32][CH2:31]1)[n:17][c:18]2[N:19]1[CH2:20][CH2:21][S:22](=[O:25])[CH2:23][CH2:24]1. Starting materials: CC(C)(C)OC(=O)CCOCCOCCOCCN=[N+]=[N-], Cc1ccc(S(=O)(=O)S(=O)(=O)OCCOCCOCCOCCC(=O)OC(C)(C)C)cc1, CCOC(C)=O, [N-]=[N+]=[N-], [Na+], CN(C)C=O, O. The product is CC(C)(C)OC(=O)CCOCCOCCOCCN. Reaction SMILES: [C:37]([CH3:38])([CH3:39])([CH3:40])[O:41][C:42]([CH2:43][CH2:44][O:45][CH2:46][CH2:47][O:48][CH2:49][CH2:50][O:51][CH2:52][CH2:53][N:54]=[N+:55]=[N-:56])=[O:57].[C:5]([O:6][C:7](=[O:8])[CH2:9][CH2:10][O:11][CH2:12][CH2:13][O:14][CH2:15][CH2:16][O:17][CH2:18][CH2:19][O:20][S:21]([S:22]([c:23]1[cH:24][cH:25][c:26]([CH3:27])[cH:28][cH:29]1)(=[O:30])=[O:31])(=[O:32])=[O:33])([CH3:34])([CH3:35])[CH3:36].[CH3:64][CH2:65][O:66][C:67]([CH3:68])=[O:69].[N-:1]=[N+:2]=[N-:3].[Na+:4].[O:58]=[CH:59][N:60]([CH3:61])[CH3:62].[OH2:63]>>[C:37]([CH3:38])([CH3:39])([CH3:40])[O:41][C:42]([CH2:43][CH2:44][O:45][CH2:46][CH2:47][O:48][CH2:49][CH2:50][O:51][CH2:52][CH2:53][NH2:54])=[O:57].